describe an organic reaction: reactants, conditions, products, and yield From a dataset of the Open Reaction Database (ORD), a public repository of structured organic reaction records. Starting materials: CC(C)(C)OC(=O)CBr, CCCC[N+](CCCC)(CCCC)CCCC, Cc1ccccc1, [Na+], [OH-], O, O=S(=O)([O-])O, OCCCCCCn1nc(-c2ccccc2)c(-c2ccccc2)c1-c1ccccc1. Product: CC(C)(C)OC(=O)COCCCCCCn1nc(-c2ccccc2)c(-c2ccccc2)c1-c1ccccc1. As a reaction SMILES: [Br:31][CH2:32][C:33](=[O:34])[O:35][C:36]([CH3:37])([CH3:38])[CH3:39].[CH2:54]([N+:55]([CH2:56][CH2:57][CH2:58][CH3:59])([CH2:60][CH2:61][CH2:62][CH3:63])[CH2:64][CH2:65][CH2:66][CH3:67])[CH2:68][CH2:69][CH3:70].[CH3:42][c:43]1[cH:44][cH:45][cH:46][cH:47][cH:48]1.[Na+:41].[OH-:40].[OH2:71].[S:49]([O-:50])([OH:51])(=[O:52])=[O:53].[c:1]1(-[c:7]2[n:8][n:9]([CH2:24][CH2:25][CH2:26][CH2:27][CH2:28][CH2:29][OH:30])[c:10](-[c:18]3[cH:19][cH:20][cH:21][cH:22][cH:23]3)[c:11]2-[c:12]2[cH:13][cH:14][cH:15][cH:16][cH:17]2)[cH:2][cH:3][cH:4][cH:5][cH:6]1>>[c:1]1(-[c:7]2[n:8][n:9]([CH2:24][CH2:25][CH2:26][CH2:27][CH2:28][CH2:29][O:30][CH2:32][C:33](=[O:34])[O:35][C:36]([CH3:37])([CH3:38])[CH3:39])[c:10](-[c:18]3[cH:19][cH:20][cH:21][cH:22][cH:23]3)[c:11]2-[c:12]2[cH:13][cH:14][cH:15][cH:16][cH:17]2)[cH:2][cH:3][cH:4][cH:5][cH:6]1. Reactants: COc1ccc(N2CCOCC2)c2sc(NC(=O)CC3CCC(OC(C)=O)C3)nc12, O=C([O-])[O-], C[O-], CCOCC, CO, [K+], [K+], [Na+]. Product: COc1ccc(N2CCOCC2)c2sc(NC(=O)CC3CCC(O)C3)nc12. Reaction SMILES: [C:1](=[O:2])([CH3:3])[O:4][CH:5]1[CH2:6][CH:7]([CH2:10][C:11](=[O:12])[NH:13][c:14]2[s:15][c:16]3[c:17]([n:18]2)[c:19]([O:29][CH3:30])[cH:20][cH:21][c:22]3[N:23]2[CH2:24][CH2:25][O:26][CH2:27][CH2:28]2)[CH2:8][CH2:9]1.[C:31](=[O:32])([O-:33])[O-:34].[CH3:37][O-:38].[CH3:40][CH2:41][O:42][CH2:43][CH3:44].[CH3:45][OH:46].[K+:35].[K+:36].[Na+:39]>>[OH:4][CH:5]1[CH2:6][CH:7]([CH2:10][C:11](=[O:12])[NH:13][c:14]2[s:15][c:16]3[c:17]([n:18]2)[c:19]([O:29][CH3:30])[cH:20][cH:21][c:22]3[N:23]2[CH2:24][CH2:25][O:26][CH2:27][CH2:28]2)[CH2:8][CH2:9]1. Reactants: C1(=CC=CC=C1)C (toluene), O(C1=CC=CC=C1)C=1C=C(C=CC1)N(CC(C(F)(F)F)O)CC1=CC(=CC=C1)Br (3-[(3-phenoxyphenyl)[[3-bromophenyl]methyl]-amino]-1,1,1-trifluoro-2-propanol), 2-(tii-fluoromethyl)phenylboronic acid, C(=O)([O-])[O-].[K+].[K+] (K2CO3), O(C1=CC=CC=C1)C=1C=C(C=CC1)CC(C(F)(F)F)(O)NCC=1C=C(C=CC1)C1=C(C=CC=C1)C(F)(F)F ((3-phenoxyphenyl) [[(2′-(trifluoromethyl)[1,1′-biphenyl]-3-yl]methyl]amino]-1,1,1-tri-fluoro-2-propanol). Reagents/catalysts: C=1C=CC(=CC1)[P](C=2C=CC=CC2)(C=3C=CC=CC3)[Pd]([P](C=4C=CC=CC4)(C=5C=CC=CC5)C=6C=CC=CC6)([P](C=7C=CC=CC7)(C=8C=CC=CC8)C=9C=CC=CC9)[P](C=1C=CC=CC1)(C=1C=CC=CC1)C=1C=CC=CC1 (Pd(PPh3)4). Run in CCO (EtOH), CN(C)C=O (DMF), O (water), CCO (EtOH). The product is O(C1=CC=CC=C1)C=1C=C(C=CC1)N(CC(C(F)(F)F)O)CC=1C=C(C=CC1)C1=C(C=CC=C1)C(F)(F)F (3-[(3-phenoxyphenyl)[[2′-(trifluoromethyl)[1,1′-biphenyl]-3-yl]methyl]amino]-1,1,1-trifluoro-2-propanol). Reaction SMILES: C1(C)C=CC=CC=1.[O:8]([C:15]1[CH:16]=[C:17]([N:21]([CH2:29][C:30]2[CH:35]=[CH:34][CH:33]=[C:32](Br)[CH:31]=2)[CH2:22][CH:23]([OH:28])[C:24]([F:27])([F:26])[F:25])[CH:18]=[CH:19][CH:20]=1)[C:9]1[CH:14]=[CH:13][CH:12]=[CH:11][CH:10]=1.C([O-])([O-])=O.[K+].[K+].O(C1C=C(CC(NCC2C=C([C:71]3[CH:76]=[CH:75][CH:74]=[CH:73][C:72]=3[C:77]([F:80])([F:79])[F:78])C=CC=2)(O)C(F)(F)F)C=CC=1)C1C=CC=CC=1>CCO.C1C=CC([P]([Pd]([P](C2C=CC=CC=2)(C2C=CC=CC=2)C2C=CC=CC=2)([P](C2C=CC=CC=2)(C2C=CC=CC=2)C2C=CC=CC=2)[P](C2C=CC=CC=2)(C2C=CC=CC=2)C2C=CC=CC=2)(C2C=CC=CC=2)C2C=CC=CC=2)=CC=1.O.CN(C=O)C>[O:8]([C:15]1[CH:16]=[C:17]([N:21]([CH2:29][C:30]2[CH:31]=[C:32]([C:71]3[CH:76]=[CH:75][CH:74]=[CH:73][C:72]=3[C:77]([F:80])([F:79])[F:78])[CH:33]=[CH:34][CH:35]=2)[CH2:22][CH:23]([OH:28])[C:24]([F:27])([F:26])[F:25])[CH:18]=[CH:19][CH:20]=1)[C:9]1[CH:14]=[CH:13][CH:12]=[CH:11][CH:10]=1 |f:2.3.4,^1:87,89,108,127|. Procedure details: To a toluene (8 mL) solution of 3-[(3-phenoxyphenyl)[[3-bromophenyl]methyl]-amino]-1,1,1-trifluoro-2-propanol (0.51 g, 1.1 mmol) from EX-595B was added 2-(tii-fluoromethyl)phenylboronic acid (0.33 g, 1.7 mmol) and DMF (3 mL). To the resulting solution was added K2CO3 (0.31 g, 2.2 mmol) and Pd(PPh3)4 (0.060 g, 0.05 mmol). The slurry was heated to reflux under argon for 18 h. The cooled mixture was poured into water and extracted with ethyl acetate. The organic layer was washed with brine, dried (... The reactants are Brc1cnccn1, O=C([O-])[O-], C1COCCO1, CN(C)CC(=O)O, O=C1OCC(c2cccc(O)c2)N1c1ccc(Cl)cc1, [Cs+], [Cs+], [Cu]I. Yields the product O=C1OCC(c2cccc(Oc3cnccn3)c2)N1c1ccc(Cl)cc1. Reaction SMILES: [Br:21][c:22]1[n:23][cH:24][cH:25][n:26][cH:27]1.[C:35](=[O:36])([O-:37])[O-:38].[CH2:43]1[O:44][CH2:45][CH2:46][O:47][CH2:48]1.[CH3:28][N:29]([CH2:30][C:31](=[O:32])[OH:33])[CH3:34].[Cl:1][c:2]1[cH:3][cH:4][c:5]([N:8]2[C:9](=[O:20])[O:10][CH2:11][CH:12]2[c:13]2[cH:14][c:15]([OH:19])[cH:16][cH:17][cH:18]2)[cH:6][cH:7]1.[Cs+:39].[Cs+:40].[Cu:41][I:42]>>[Cl:1][c:2]1[cH:3][cH:4][c:5]([N:8]2[C:9](=[O:20])[O:10][CH2:11][CH:12]2[c:13]2[cH:14][c:15]([O:19][c:22]3[n:23][cH:24][cH:25][n:26][cH:27]3)[cH:16][cH:17][cH:18]2)[cH:6][cH:7]1. The reactants are CN1CCOCC1, CCc1[nH]c(C(=O)O)nc1Cl, CCc1nc(N2CC(N)C2)sc1C(=O)OC, On1nnc2ccccc21. Yields the product CCc1nc(N2CC(NC(=O)c3nc(Cl)c(CC)[nH]3)C2)sc1C(=O)OC. RXN SMILES: [CH3:38][N:39]1[CH2:40][CH2:41][O:42][CH2:43][CH2:44]1.[Cl:17][c:18]1[n:19][c:20]([C:25](=[O:26])[OH:27])[nH:21][c:22]1[CH2:23][CH3:24].[NH2:1][CH:2]1[CH2:3][N:4]([c:6]2[s:7][c:8]([C:13](=[O:14])[O:15][CH3:16])[c:9]([CH2:11][CH3:12])[n:10]2)[CH2:5]1.[OH:28][n:29]1[c:30]2[cH:31][cH:32][cH:33][cH:34][c:35]2[n:36][n:37]1>>[NH:1]([CH:2]1[CH2:3][N:4]([c:6]2[s:7][c:8]([C:13](=[O:14])[O:15][CH3:16])[c:9]([CH2:11][CH3:12])[n:10]2)[CH2:5]1)[C:25]([c:20]1[n:19][c:18]([Cl:17])[c:22]([CH2:23][CH3:24])[nH:21]1)=[O:26]. Starting materials: C(CCC)(=O)C(C(=O)OCC)=CNC1=C(C=CC=C1)F (Ethyl 2-butyryl-3-(2-fluorophenylamino)acrylate). The solvent is petroleum ether, C1(=CC=CC=C1)OC1=CC=CC=C1 (diphenyl ether). Yields the product C(CCC)(=O)C1=CNC2=C(C=CC=C2C1=O)F (3-butyryl-8-fluoro-4(1H)-quinolone). The yield is 87.4%. Reaction SMILES: [C:1]([C:6](=[CH:12][NH:13][C:14]1[CH:19]=[CH:18][CH:17]=[CH:16][C:15]=1[F:20])[C:7]([O:9]CC)=O)(=[O:5])[CH2:2][CH2:3][CH3:4]>C1(OC2C=CC=CC=2)C=CC=CC=1>[C:1]([C:6]1[C:7](=[O:9])[C:19]2[C:14](=[C:15]([F:20])[CH:16]=[CH:17][CH:18]=2)[NH:13][CH:12]=1)(=[O:5])[CH2:2][CH2:3][CH3:4]. Procedure details: Ethyl 2-butyryl-3-(2-fluorophenylamino)acrylate (37 g, 0.13 mol) was added in portions to boiling diphenyl ether (450 ml), then heated at reflux for 1.5 hours. After partial cooling the mixture was diluted with petroleum ether (50 ml). Filtration and washing with petroleum ether gave 3-butyryl-8-fluoro-4(1H)-quinolone (26.5 g), m.p. 176°-178°. The reactants are [N+](#[C-])CC(=O)OC (methyl isocyanoacetate), C(C)NCC (diethylamine). Reaction conditions: temperature 50 celsius, time 5 hour. Yields the product C(C)N(C(C[N+]#[C-])=O)CC (N,N-Diethyl-2-isocyanoacetamide). As a reaction SMILES: [N+:1]([CH2:3][C:4]([O:6]C)=O)#[C-:2].[CH2:8]([NH:10][CH2:11][CH3:12])[CH3:9]>>[CH2:8]([N:10]([CH2:11][CH3:12])[C:4](=[O:6])[CH2:3][N+:1]#[C-:2])[CH3:9]. Reported procedure: Prepared in accordance with Method B with methyl isocyanoacetate (2.50 g, 25.29 mmol) and diethylamine (1.96 mL, 37.94 mmol). The reaction mixture was stirred 5 h at 50° C. and concentrated. The residue was dissolved in dichloromethane (50 mL) and the organic layer was washed with 10% aqueous citric acid (2×25 mL), dried over MgSO4, filtered and evaporated. N,N-Diethyl-2-isocyanoacetamide SLA 07184A was obtained (1.213 g, 34% yield) as a brown oil. Starting materials: SC=1C=C(C(=O)N(C)C)C=CC1 (3-Mercapto-N,N-dimethylbenzamide), Cl.ClC1=C(C=C2C(=C(C=NC2=C1)C(=O)N)NC1=CC(=CC=C1)OC)I (7-Chloro-6-iodo-4-{[3-(methyloxy)phenyl]amino}-3-quinolinecarboxamide hydrochloride), SC=1C=C(C(=O)N(C)C)C=CC1 (3-Mercapto-N,N-dimethylbenzamide), C([O-])([O-])=O.[K+].[K+] (potassium carbonate). The solvent is CN1C(N(CCC1)C)=O (1,3-dimethyl-3,4,5,6-tetrahydro-2(1H)-pyrimidinone), O (water). Conditions: temperature 100 celsius, time 23 hour. Product: CN(C(=O)C=1C=C(C=CC1)SC1=C(C=C2C(=C(C=NC2=C1)C(=O)N)NC1=CC(=CC=C1)OC)I)C (7-({3-[(Dimethylamino)carbonyl]phenyl}thio)-6-iodo-4-{[3-(methyloxy)phenyl]amino}-3-quinolinecarboxamide). The yield is 24.6%. RXN SMILES: Cl.Cl[C:3]1[CH:12]=[C:11]2[C:6]([C:7]([NH:16][C:17]3[CH:22]=[CH:21][CH:20]=[C:19]([O:23][CH3:24])[CH:18]=3)=[C:8]([C:13]([NH2:15])=[O:14])[CH:9]=[N:10]2)=[CH:5][C:4]=1[I:25].[SH:26][C:27]1[CH:28]=[C:29]([CH:35]=[CH:36][CH:37]=1)[C:30]([N:32]([CH3:34])[CH3:33])=[O:31].C(=O)([O-])[O-].[K+].[K+]>CN1CCCN(C)C1=O.O>[CH3:33][N:32]([CH3:34])[C:30]([C:29]1[CH:28]=[C:27]([S:26][C:3]2[CH:12]=[C:11]3[C:6]([C:7]([NH:16][C:17]4[CH:22]=[CH:21][CH:20]=[C:19]([O:23][CH3:24])[CH:18]=4)=[C:8]([C:13]([NH2:15])=[O:14])[CH:9]=[N:10]3)=[CH:5][C:4]=2[I:25])[CH:37]=[CH:36][CH:35]=1)=[O:31] |f:0.1,3.4.5|. Procedure details: A stirred mixture of Intermediate 63 (0.4 g), Intermediate 28 (0.16 g) and potassium carbonate (0.38 g) in 1,3-dimethyl-3,4,5,6-tetrahydro-2(1H)-pyrimidinone (10 ml) was heated at 100° C. under nitrogen for 3 h. A further portion of Intermediate 28 (0.07 g) was added and the mixture stirred at 60° C. for 23 h. The cooled mixture was diluted with water (100 ml) and extracted with ethyl acetate (3×100 ml). The combined organic extracts were washed with water (2×70 ml) and brine (70 ml), dried over...